This data is from the Open Reaction Database (ORD), a public repository of structured organic reaction records. The task is: describe an organic reaction: reactants, conditions, products, and yield Product: N1=CC=C(C=C1)CCCOC=C (vinyl 3-(4-pyridyl)-prop-1-yl ether). Conditions: time 2 hour. Run in C(C)OCC (diethyl ether). Procedure details: To stirred liquid ammonia (2 liters) was added ferric nitrate (0.1 gm) followed by potassium metal (20 gms) in 1 gram pieces over a period of 20 minutes. To the resulting solution gamma-picoline (46.6 gms) was added over a period of 3 minutes and a deep yellow colour was allowed to develop over a period of 2 hours. Vinyl chloroethyl ether (53 gms) was added as quickly as the exothermic reaction allowed and the mixture was stirred for a further 2 hours. Solid ammonium chloride (25 gms) was then a... Isolated yield 75.1%. Reaction SMILES: N.[K].[N:3]1[CH:8]=[CH:7][C:6]([CH3:9])=[CH:5][CH:4]=1.Cl[CH2:11][CH2:12][O:13][CH:14]=[CH2:15].[Cl-].[NH4+]>C(OCC)C>[N:3]1[CH:8]=[CH:7][C:6]([CH2:9][CH2:15][CH2:14][O:13][CH:12]=[CH2:11])=[CH:5][CH:4]=1 |f:4.5,^1:1|. The reactants are N (ammonia), ClCCOC=C (Vinyl chloroethyl ether), N1=CC=C(C=C1)C (gamma-picoline), N (ammonia), ferric nitrate, [K] (potassium), [Cl-].[NH4+] (ammonium chloride). Reactants: CO, Nc1cccc([N+](=O)[O-])c1C(=O)NC(Cc1ccccc1)C(=O)O. The product is Nc1cccc(N)c1C(=O)NC(Cc1ccccc1)C(=O)O. RXN SMILES: [CH3:25][OH:26].[NH2:1][c:2]1[c:3]([C:4](=[O:5])[NH:6][CH:7]([C:8](=[O:9])[OH:10])[CH2:11][c:12]2[cH:13][cH:14][cH:15][cH:16][cH:17]2)[c:18]([N+:22]([O-:23])=[O:24])[cH:19][cH:20][cH:21]1>>[NH2:1][c:2]1[c:3]([C:4](=[O:5])[NH:6][CH:7]([C:8](=[O:9])[OH:10])[CH2:11][c:12]2[cH:13][cH:14][cH:15][cH:16][cH:17]2)[c:18]([NH2:22])[cH:19][cH:20][cH:21]1. Starting materials: NCC(O)C1=CC=C(C(C(=O)N)=C1)O (5-(2-amino-1-hydroxyethyl)salicylamide), ClC1=CC=C(N(C)CCC(C)=O)C=C1 (4-(4-chloro-N-methylanilino)-2-butanone), [BH3-]C#N.[Na+] (NaCNBH3). Run in CO (methanol). Run at time 6 day. The product is ClC1=CC=C(N(C)CCC(C)NCC(O)C2=CC=C(C(C(=O)N)=C2)O)C=C1 (5-(2-[4-(4-Chloro-N-Methylanilino)-2-Butylamino]-1-Hydroxyethyl)Salicylamide). Reaction SMILES: [NH2:1][CH2:2][CH:3]([C:5]1[CH:13]=[C:9]([C:10]([NH2:12])=[O:11])[C:8]([OH:14])=[CH:7][CH:6]=1)[OH:4].[Cl:15][C:16]1[CH:28]=[CH:27][C:19]([N:20]([CH2:22][CH2:23][C:24](=O)[CH3:25])[CH3:21])=[CH:18][CH:17]=1.[BH3-]C#N.[Na+]>CO>[Cl:15][C:16]1[CH:28]=[CH:27][C:19]([N:20]([CH2:22][CH2:23][CH:24]([NH:1][CH2:2][CH:3]([C:5]2[CH:13]=[C:9]([C:10]([NH2:12])=[O:11])[C:8]([OH:14])=[CH:7][CH:6]=2)[OH:4])[CH3:25])[CH3:21])=[CH:18][CH:17]=1 |f:2.3|. Procedure: To a solution of 20 mmol 5-(2-amino-1-hydroxyethyl)salicylamide and 4.22 g (20 mmol) 4-(4-chloro-N-methylanilino)-2-butanone [mp 60°-1°, prepared by procedure of Craig, et al, J. Org. Chem., 29, 410 (1964)] in 100 ml methanol add 2.52 g (40 mmol) NaCNBH3. Stir 6 days, concentrate, and partition between EtOAc and 1.0 N NaHCO3 solution. Wash the organic layer with 1.0 N HCl. Neutralize the aqueous portion with NaHCO3 and extract with EtOAc. Dry, concentrate, and recrystallize the residue from EtOA... The reactants are NC=1C(=NC(=NC1Cl)NC(C)=O)Cl (N-(5-Amino-4,6-dichloropyrimidin-2-yl)acetamide), C(=O)O (formic acid). Run in C(C)(=O)OC(C)=O (acetic anhydride). Run at temperature 25 celsius, time 1 hour. The product is ClC1=NC(=NC(=C1NC=O)Cl)NC(C)=O (N-(4,6-dichloro-5-formamido-2-pyrimidinyl)acetamide). Isolated yield 91.0%. RXN SMILES: [NH2:1][C:2]1[C:3]([Cl:13])=[N:4][C:5]([NH:9][C:10](=[O:12])[CH3:11])=[N:6][C:7]=1[Cl:8].[CH:14](O)=[O:15]>C(OC(=O)C)(=O)C>[Cl:8][C:7]1[C:2]([NH:1][CH:14]=[O:15])=[C:3]([Cl:13])[N:4]=[C:5]([NH:9][C:10](=[O:12])[CH3:11])[N:6]=1. Reported procedure: N-(5-Amino-4,6-dichloropyrimidin-2-yl)acetamide (J. Org. Chem. 1975, 40, 3141) was formylated by addition of 96% formic acid (20 mL) to a solution of (0.75 g, 3.4 mmoles) dissolved in acetic anhydride (20 mL). The resulting solution was stirred at 25° C. for one hour and then evaporated to give N-(4,6-dichloro-5-formamido-2-pyrimidinyl)acetamide as tan powder (0.77 g, 91%); structure confirmed by 1H-NMR and mass spectrum. This tan powder (840 mg, 3.37 mmol), (±)-cis-4-amino-2-cyclopentene-1-meth... Reactants: CC(C)(C)OC(=O)NN, O=C([O-])[O-], CCOC(C)=O, [Cs+], [Cs+], Ic1ccc(Oc2ccc(OC3CN4CCC3CC4)cc2)cc1, CN(C)C=O. Product: CC(C)(C)OC(=O)N(N)c1ccc(Oc2ccc(OC3CN4CCC3CC4)cc2)cc1. RXN SMILES: [C:24]([NH:25][NH2:26])(=[O:27])[O:28][C:29]([CH3:30])([CH3:31])[CH3:32].[C:33](=[O:34])([O-:35])[O-:36].[CH3:44][CH2:45][O:46][C:47]([CH3:48])=[O:49].[Cs+:37].[Cs+:38].[I:1][c:2]1[cH:3][cH:4][c:5]([O:6][c:7]2[cH:8][cH:9][c:10]([O:11][CH:12]3[CH2:13][N:14]4[CH2:15][CH2:16][CH:17]3[CH2:18][CH2:19]4)[cH:20][cH:21]2)[cH:22][cH:23]1.[O:39]=[CH:40][N:41]([CH3:42])[CH3:43]>>[c:2]1([N:25]([C:24](=[O:27])[O:28][C:29]([CH3:30])([CH3:31])[CH3:32])[NH2:26])[cH:3][cH:4][c:5]([O:6][c:7]2[cH:8][cH:9][c:10]([O:11][CH:12]3[CH2:13][N:14]4[CH2:15][CH2:16][CH:17]3[CH2:18][CH2:19]4)[cH:20][cH:21]2)[cH:22][cH:23]1.